This data is from the Open Reaction Database (ORD), a public repository of structured organic reaction records. The task is: describe an organic reaction: reactants, conditions, products, and yield Reported procedure: To a solution of 2-[4-(1-hydroxy-1-cyclohexyl)-2-methylphenyl]-4,4-dimethyl-2-oxazoline (4.29 g) in acetic acid (40 ml) is added a 10% hydrochloric acid (20 ml), and the mixture is refluxed for two days. The precipitated crystals are collected by filtration, washed with water, and dried to give 4-cyclohexenyl-2-methylbenzoic acid (2.61 g) as white powder. The reactants are OC1(CCCCC1)C1=CC(=C(C=C1)C=1OCC(N1)(C)C)C (2-[4-(1-hydroxy-1-cyclohexyl)-2-methylphenyl]-4,4-dimethyl-2-oxazoline), Cl (hydrochloric acid), C(C)(=O)O (acetic acid). Yields the product C1(=CCCCC1)C1=CC(=C(C(=O)O)C=C1)C (4-cyclohexenyl-2-methylbenzoic acid). Reaction SMILES: O[C:2]1([C:8]2[CH:13]=[CH:12][C:11]([C:14]3[O:15]CC(C)(C)N=3)=[C:10]([CH3:21])[CH:9]=2)[CH2:7][CH2:6][CH2:5][CH2:4][CH2:3]1.Cl.C(O)(=[O:25])C>>[C:2]1([C:8]2[CH:13]=[CH:12][C:11]([C:14]([OH:15])=[O:25])=[C:10]([CH3:21])[CH:9]=2)[CH2:3][CH2:4][CH2:5][CH2:6][CH:7]=1.